This data is from the Open Reaction Database (ORD), a public repository of structured organic reaction records. The task is: describe an organic reaction: reactants, conditions, products, and yield Starting materials: C(C)(C)(C)OC(=O)N1CCN(CC1)C1=NC=C(C=C1C)Br (4-(5-bromo-3-methylpyridin-2-yl)piperazine-1-carboxylic acid tert-butyl ester), CB(O)O (methylboronic acid), [F-].[K+] (potassium fluoride), O1CCCC1 (tetrahydrofuran). The solvent is O (water). Product: C(C)(C)(C)OC(=O)N1CCN(CC1)C1=NC=C(C=C1C)C (4-(3,5-dimethylpyridin-2-yl)piperazine-1-carboxylic acid tert-butyl ester). Isolated yield 78.2%. Reaction SMILES: [C:1]([O:5][C:6]([N:8]1[CH2:13][CH2:12][N:11]([C:14]2[C:19]([CH3:20])=[CH:18][C:17](Br)=[CH:16][N:15]=2)[CH2:10][CH2:9]1)=[O:7])([CH3:4])([CH3:3])[CH3:2].[CH3:22]B(O)O.[F-].[K+].O1CCCC1>O>[C:1]([O:5][C:6]([N:8]1[CH2:13][CH2:12][N:11]([C:14]2[C:19]([CH3:20])=[CH:18][C:17]([CH3:22])=[CH:16][N:15]=2)[CH2:10][CH2:9]1)=[O:7])([CH3:4])([CH3:3])[CH3:2] |f:2.3|. Reported procedure: To a mixture of 4-(5-bromo-3-methylpyridin-2-yl)piperazine-1-carboxylic acid tert-butyl ester (25 g), methylboronic acid (8.4 g), [1,1′-bis(diphenylphosphino)ferrocene]palladium (II) dichloride dichloromethane complex (1:1)(2.9 g) and potassium fluoride (16 g) was added tetrahydrofuran (140 mL), and the mixture was refluxed for 8 hr. After cooling, water was added to the reaction mixture, and the mixture was extracted with ethyl acetate. The organic layer was washed with saturated brine, and the... Reactants: BrC1=CC2=C(N=C(N=C2C)NC)N(C1=O)C1CCCC1 (6-Bromo-8-cyclopentyl-4-methyl-2-methylamino-8H-pyrido[2,3-d]pyrimidin-7-one), OCC=1C=C(C=CC1)B(O)O (3-(hydroxymethyl)phenylboronic acid), CO (MeOH), C(=O)(O)[O-].[Na+] (NaHCO3). Reagents/catalysts: C=1C=CC(=CC1)[P](C=2C=CC=CC2)(C=3C=CC=CC3)[Pd]([P](C=4C=CC=CC4)(C=5C=CC=CC5)C=6C=CC=CC6)([P](C=7C=CC=CC7)(C=8C=CC=CC8)C=9C=CC=CC9)[P](C=1C=CC=CC1)(C=1C=CC=CC1)C=1C=CC=CC1 (Pd(PPh3)4). Solvent: C1(=CC=CC=C1)C (Toluene). Product: C1(CCCC1)N1CC(=CC2=C1N=C(N=C2C)NC)C2=CC(=CC=C2)CO (8-Cyclopentyl-6-(3-(hydroxymethyl)phenyl)-4-methyl-2-(methylamino)pyrido[2,3-d]pyrimidin). Isolated yield 84.5%. As a reaction SMILES: Br[C:2]1[C:14](=O)[N:13]([CH:16]2[CH2:20][CH2:19][CH2:18][CH2:17]2)[C:5]2[N:6]=[C:7]([NH:11][CH3:12])[N:8]=[C:9]([CH3:10])[C:4]=2[CH:3]=1.[OH:21][CH2:22][C:23]1[CH:24]=[C:25](B(O)O)[CH:26]=[CH:27][CH:28]=1.CO.C([O-])(O)=O.[Na+]>C1(C)C=CC=CC=1.C1C=CC([P]([Pd]([P](C2C=CC=CC=2)(C2C=CC=CC=2)C2C=CC=CC=2)([P](C2C=CC=CC=2)(C2C=CC=CC=2)C2C=CC=CC=2)[P](C2C=CC=CC=2)(C2C=CC=CC=2)C2C=CC=CC=2)(C2C=CC=CC=2)C2C=CC=CC=2)=CC=1>[CH:16]1([N:13]2[C:5]3[N:6]=[C:7]([NH:11][CH3:12])[N:8]=[C:9]([CH3:10])[C:4]=3[CH:3]=[C:2]([C:27]3[CH:26]=[CH:25][CH:24]=[C:23]([CH2:22][OH:21])[CH:28]=3)[CH2:14]2)[CH2:20][CH2:19][CH2:18][CH2:17]1 |f:3.4,^1:49,51,70,89|. Procedure: 6-Bromo-8-cyclopentyl-4-methyl-2-methylamino-8H-pyrido[2,3-d]pyrimidin-7-one (5.00 g, 14.83 mmol), 3-(hydroxymethyl)phenylboronic acid (3.38 g, 22.24 mmol) and Pd(PPh3)4 (0.685 g, 0.593 mmol) were suspended in Toluene (20 mL), MeOH (10 mL) and sat. NaHCO3 (10 mL) and then heated to 100° C. overnight. The reaction was deemed complete by MS and TLC. The organic layer was injected directly onto a column, eluting with CH2Cl2 then 4% MeOH in CH2Cl2. The fractions containing the desired material, as d... Reactants: CNC, CCO, Nc1nc(Cl)c2nnn(Cc3ccccc3F)c2n1. The product is CN(C)c1nc(N)nc2c1nnn2Cc1ccccc1F. Reaction SMILES: [CH3:20][NH:21][CH3:22].[CH3:23][CH2:24][OH:25].[NH2:1][c:2]1[n:3][c:4]([Cl:19])[c:5]2[c:6]([n:7]1)[n:8]([CH2:11][c:12]1[c:13]([F:18])[cH:14][cH:15][cH:16][cH:17]1)[n:9][n:10]2>>[NH2:1][c:2]1[n:3][c:4]([N:21]([CH3:20])[CH3:22])[c:5]2[c:6]([n:7]1)[n:8]([CH2:11][c:12]1[c:13]([F:18])[cH:14][cH:15][cH:16][cH:17]1)[n:9][n:10]2. The reactants are C(C)(=O)OCCC1=CC=2C(=NC(=C(N2)C2=CC=C(C=C2)C)C2=CC=C(C=C2)C)N1CCCCCCC(=O)OCC (Ethyl 7-(6-(2-acetoxyethyl)-2,3-di-p-tolyl-5H-pyrrolo[2,3-b]pyrazin-5-yl)heptanoate), [OH-].[Na+] (NaOH), [OH-].[Na+] (NaOH), Cl (HCl), [OH-].[Na+] (NaOH), CCCC(C)C (iso-hexane). Solvent: CCOC(=O)C (EtOAc), CCO (EtOH), O (water). Run at time 4 hour. Yields the product OCCC1=CC=2C(=NC(=C(N2)C2=CC=C(C=C2)C)C2=CC=C(C=C2)C)N1CCCCCCC(=O)O (7-(6-(2-Hydroxyethyl)-2,3-di-p-tolyl-5H-pyrrolo[2,3-b]pyrazin-5-yl)heptanoic acid). Reaction SMILES: C([O:4][CH2:5][CH2:6][C:7]1[N:29]([CH2:30][CH2:31][CH2:32][CH2:33][CH2:34][CH2:35][C:36]([O:38]CC)=[O:37])[C:10]2=[N:11][C:12]([C:22]3[CH:27]=[CH:26][C:25]([CH3:28])=[CH:24][CH:23]=3)=[C:13]([C:15]3[CH:20]=[CH:19][C:18]([CH3:21])=[CH:17][CH:16]=3)[N:14]=[C:9]2[CH:8]=1)(=O)C.[OH-].[Na+].Cl.CCCC(C)C>CCO.CCOC(C)=O.O>[OH:4][CH2:5][CH2:6][C:7]1[N:29]([CH2:30][CH2:31][CH2:32][CH2:33][CH2:34][CH2:35][C:36]([OH:38])=[O:37])[C:10]2=[N:11][C:12]([C:22]3[CH:27]=[CH:26][C:25]([CH3:28])=[CH:24][CH:23]=3)=[C:13]([C:15]3[CH:16]=[CH:17][C:18]([CH3:21])=[CH:19][CH:20]=3)[N:14]=[C:9]2[CH:8]=1 |f:1.2|. Procedure: Ethyl 7-(6-(2-acetoxyethyl)-2,3-di-p-tolyl-5H-pyrrolo[2,3-b]pyrazin-5-yl)heptanoate (step 4) (17 mg, 0.031 mmol) in EtOH (1 ml) at RT was treated with 2M NaOH (0.047 ml, 0.094 mmol) and stirred at RT for 4 hours. Further 2M NaOH (0.047 ml, 0.094 mmol) was added and the mixture was stirred at RT for 16 hours overnight. Further 2M NaOH (0.047 ml, 0.094 mmol) was added and the orange RM was stirred at RT overnight. The resulting mixture was added to water (30 ml) and the pH was adjusted to pH1 by a... Reactants: BrC=1C=NC(=NC1)[C@H](C)OC([C@@H](C(C)C)NC(=O)OC(C)(C)C)=O ([(1S)-1-(5-bromopyrimidin-2-yl)ethyl](2R)-2-(tert-butoxycarbonylamino)-3-methyl-butanoate). Solvent: CO (MeOH). The product is BrC=1C=NC(=NC1)C(C)O (1-(5-bromopyrimidin-2-yl)ethanol). The yield is 75.2%. Reaction SMILES: [Br:1][C:2]1[CH:3]=[N:4][C:5]([C@@H:8]([O:10]C(=O)[C@H](NC(OC(C)(C)C)=O)C(C)C)[CH3:9])=[N:6][CH:7]=1>CO>[Br:1][C:2]1[CH:3]=[N:4][C:5]([CH:8]([OH:10])[CH3:9])=[N:6][CH:7]=1. Procedure: Amberlite® basic ion exchange resin and ii (15.4 g, 38.3 mmol) were stirred in MeOH (50 mL) overnight at RT. The suspension was filtered through a pad of silica using 1:1 MeOH/DCM and the filtrate concentrated in vacuo. Crystallisation from hot heptane gave Precursor 82 (5.85 g). (1S)-1-(5-bromopyrimidin-2-yl)ethanol (Precursor 83) was similarly prepared using Boc-L-valine. Mitsunobu inversion of one enantiomer to the desired enantiomer may also be employed. Reactants: FC1=C(C=C(C(=C1)F)C(F)(F)F)[N+](=O)[O-] (1,5-difluoro-2-nitro-4-trifluoromethylbenzene), NC=1C=C(CO)C=CC1 (3-aminobenzyl alcohol). The solvent is C(C)O (ethanol). The product is FC=1C(=CC(=C(NC=2C=C(C=CC2)CO)C1)[N+](=O)[O-])C(F)(F)F ([3-(5-fluoro-2-nitro-4-trifluoromethylanilino)phenyl]methanol). Yield: 88.5%. As a reaction SMILES: F[C:2]1[CH:7]=[C:6]([F:8])[C:5]([C:9]([F:12])([F:11])[F:10])=[CH:4][C:3]=1[N+:13]([O-:15])=[O:14].[NH2:16][C:17]1[CH:18]=[C:19]([CH:22]=[CH:23][CH:24]=1)[CH2:20][OH:21]>C(O)C>[F:8][C:6]1[C:5]([C:9]([F:12])([F:11])[F:10])=[CH:4][C:3]([N+:13]([O-:15])=[O:14])=[C:2]([CH:7]=1)[NH:16][C:17]1[CH:18]=[C:19]([CH2:20][OH:21])[CH:22]=[CH:23][CH:24]=1. Procedure: With ice-cooling, 1,5-difluoro-2-nitro-4-trifluoromethylbenzene (1.50 g) and 3-aminobenzyl alcohol (1.62 g) were dissolved in ethanol (50 ml) and subjected to 3 hours of the reaction at room temperature. The reaction solution was concentrated and the resulting residue was purified by a silica gel column chromatography (chloroform:methanol=100:1) to give [3-(5-fluoro-2-nitro-4-trifluoromethylanilino)phenyl]methanol (1.93 g). The resulting anilinophenylmethanol (1.75 g) and imidazole (3.61 g) were... Starting materials: CC(=O)Nc1cc2c(cc1C(=O)CCl)OCO2, CCO. Yields the product Nc1cc2c(cc1C(=O)CCl)OCO2. As a reaction SMILES: [C:1](=[O:2])([CH3:3])[NH:4][c:5]1[c:6]([C:14]([CH2:15][Cl:16])=[O:17])[cH:7][c:8]2[c:9]([cH:10]1)[O:11][CH2:12][O:13]2.[CH3:18][CH2:19][OH:20]>>[NH2:4][c:5]1[c:6]([C:14]([CH2:15][Cl:16])=[O:17])[cH:7][c:8]2[c:9]([cH:10]1)[O:11][CH2:12][O:13]2. Reactants: Nc1snc2c1C(=O)NC2=O, N. The product is NC(=O)c1nsc(N)c1C(N)=O. Reaction SMILES: [NH2:1][c:2]1[c:3]2[c:4]([n:5][s:6]1)[C:7](=[O:8])[NH:9][C:10]2=[O:11].[NH3:12]>>[NH2:1][c:2]1[c:3]([C:10]([NH2:9])=[O:11])[c:4]([C:7](=[O:8])[NH2:12])[n:5][s:6]1.